Dataset: the Open Reaction Database (ORD), a public repository of structured organic reaction records. Task: describe an organic reaction: reactants, conditions, products, and yield Reactants: ClC1=C(C(=O)OC)C=CC(=C1C(C(C)=CN(C)C)=O)Cl (methyl 2,4-dichloro-3-(2-dimethylaminomethylidene-1-oxopropyl)benzoate), C1(=CC=C(C=C1)S(=O)(=O)O)C (p-toluenesulfonic acid), O1CCOCC1 (dioxane), Cl.NO (hydroxylamine hydrochloride). Run in C(C)(=O)OCC (ethyl acetate), O (water), C1(=CC=CC=C1)C (toluene). Reaction conditions: time 17 hour. Yields the product ClC1=C(C(=O)OC)C=CC(=C1C1=C(C=NO1)C)Cl (methyl 2,4-dichloro-3-(4-methylisoxazol-5-yl)benzoate). Reaction SMILES: O1CCOCC1.[Cl:7][C:8]1[C:17]([C:18](=[O:25])[C:19](=[CH:21][N:22](C)C)[CH3:20])=[C:16]([Cl:26])[CH:15]=[CH:14][C:9]=1[C:10]([O:12][CH3:13])=[O:11].Cl.NO.C1(C)C=CC(S(O)(=O)=O)=CC=1>C(OCC)(=O)C.C1(C)C=CC=CC=1.O>[Cl:7][C:8]1[C:17]([C:18]2[O:25][N:22]=[CH:21][C:19]=2[CH3:20])=[C:16]([Cl:26])[CH:15]=[CH:14][C:9]=1[C:10]([O:12][CH3:13])=[O:11] |f:2.3|. Reported procedure: To a mixture of 30 ml dioxane and 16 ml water, was dissolved methyl 2,4-dichloro-3-(2-dimethylaminomethylidene-1-oxopropyl)benzoate in an amount of 7.57 g, and the resulting solution was then added with hydroxylamine hydrochloride in an amount of 1.70 g and further stirred for 17 hours at an ambient temperature. After distillating out the solvent in the solution under reduced pressure, the residue obtained was dissolved in ethyl acetate, and the solution was then washed with saturated saline sol...